Dataset: the Open Reaction Database (ORD), a public repository of structured organic reaction records. Task: describe an organic reaction: reactants, conditions, products, and yield Reactants: O (Water), C(#N)CC(=O)OCC (ethyl cyanoacetate), Cl.NO (hydroxylamine hydrochloride), C([O-])([O-])=O.[Na+].[Na+] (sodium carbonate). The solvent is C(C)O (ethanol). The product is NC(CC(=O)OCC)=NO (Ethyl 3-amino-3-(hydroxyimino)propanoate). The yield is 66.0%. RXN SMILES: [OH2:1].[C:2]([CH2:4][C:5]([O:7][CH2:8][CH3:9])=[O:6])#[N:3].Cl.[NH2:11]O.C(=O)([O-])[O-].[Na+].[Na+]>C(O)C>[NH2:3][C:2](=[N:11][OH:1])[CH2:4][C:5]([O:7][CH2:8][CH3:9])=[O:6] |f:2.3,4.5.6|. Procedure details: Water (500 ml) is added dropwise over a period of 2 hours to a vigorously stirred, room temperature mixture of ethyl cyanoacetate (100 g, 0.884 mol), hydroxylamine hydrochloride (3 g, 1.328 mol) and sodium carbonate (70 g, 0.66 mol ) in ethanol (1 L.) After stirring for an additional 12 hours at room temperature, the reaction mixture is heated to 50° C. for 1 hour. The resulting light red colored solution is allowed to cool to room temperature and then stirred for an additional 2 hours. The soli... Reactants: CC(=O)O[BH-](OC(C)=O)OC(C)=O, C1CCNCC1, [Na+], CC(CC=O)C1CC=C2C3=C(CCC21C)C1(C)CCC(O)C(C)(C)C1CC3. The product is CC(CCN1CCCCC1)C1CC=C2C3=C(CCC21C)C1(C)CCC(O)C(C)(C)C1CC3. As a reaction SMILES: [C:34]([O:35][BH-:36]([O:37][C:38](=[O:39])[CH3:40])[O:41][C:42](=[O:43])[CH3:44])(=[O:45])[CH3:46].[CH2:28]1[CH2:29][CH2:30][NH:31][CH2:32][CH2:33]1.[Na+:47].[OH:1][CH:2]1[C:3]([CH3:26])([CH3:27])[CH:4]2[CH2:5][CH2:6][C:7]3=[C:20]([CH2:19][CH2:18][C:17]4([CH3:25])[C:8]3=[CH:9][CH2:10][CH:11]4[CH:12]([CH2:13][CH:14]=[O:15])[CH3:16])[C:21]2([CH3:24])[CH2:22][CH2:23]1>>[OH:1][CH:2]1[C:3]([CH3:26])([CH3:27])[CH:4]2[CH2:5][CH2:6][C:7]3=[C:20]([CH2:19][CH2:18][C:17]4([CH3:25])[C:8]3=[CH:9][CH2:10][CH:11]4[CH:12]([CH2:13][CH2:14][N:31]3[CH2:30][CH2:29][CH2:28][CH2:33][CH2:32]3)[CH3:16])[C:21]2([CH3:24])[CH2:22][CH2:23]1. Reactants: Pd(PPh3)4(0), FC(S(=O)(=O)OC=1C(=CC2=C(C(=C(O2)C2=CC=C(C=C2)F)C(NC)=O)C1)[N+](=O)[O-])(F)F (2-(4-fluorophenyl)-3-(methylcarbamoyl)-6-nitrobenzofuran-5-yl trifluoromethanesulfonate), COC1=C(C(=O)OC)C=C(C=C1)B1OC(C(O1)(C)C)(C)C (methyl 2-methoxy-5-(4,4,5,5-tetramethyl-1,3,2-dioxaborolan-2-yl)benzoate), C([O-])([O-])=O.[Cs+].[Cs+] (cesium carbonate), O (water). Solvent: O1CCOCC1 (dioxane). Reaction conditions: temperature 100 celsius. The product is FC1=CC=C(C=C1)C=1OC2=C(C1C(NC)=O)C=C(C(=C2)[N+](=O)[O-])C=2C=CC(=C(C(=O)OC)C2)OC (methyl 5-(2-(4-fluorophenyl)-3-(methylcarbamoyl)-6-nitrobenzo-furan-5-yl)-2-methoxybenzoate). Reaction SMILES: FC(F)(F)S(O[C:7]1[C:8]([N+:27]([O-:29])=[O:28])=[CH:9][C:10]2[O:14][C:13]([C:15]3[CH:20]=[CH:19][C:18]([F:21])=[CH:17][CH:16]=3)=[C:12]([C:22](=[O:25])[NH:23][CH3:24])[C:11]=2[CH:26]=1)(=O)=O.[CH3:32][O:33][C:34]1[CH:43]=[CH:42][C:41](B2OC(C)(C)C(C)(C)O2)=[CH:40][C:35]=1[C:36]([O:38][CH3:39])=[O:37].C(=O)([O-])[O-].[Cs+].[Cs+].O>O1CCOCC1>[F:21][C:18]1[CH:19]=[CH:20][C:15]([C:13]2[O:14][C:10]3[CH:9]=[C:8]([N+:27]([O-:29])=[O:28])[C:7]([C:41]4[CH:42]=[CH:43][C:34]([O:33][CH3:32])=[C:35]([CH:40]=4)[C:36]([O:38][CH3:39])=[O:37])=[CH:26][C:11]=3[C:12]=2[C:22](=[O:25])[NH:23][CH3:24])=[CH:16][CH:17]=1 |f:2.3.4|. Procedure: To a mixture of 2-(4-fluorophenyl)-3-(methylcarbamoyl)-6-nitrobenzofuran-5-yl trifluoromethanesulfonate (750 mg, 1.622 mmol), methyl 2-methoxy-5-(4,4,5,5-tetramethyl-1,3,2-dioxaborolan-2-yl)benzoate (569 mg, 1.947 mmol) and cesium carbonate (1057 mg, 3.24 mmol) in dioxane (20 mL)/water (1.0 mL) at rt under nitrogen was added Pd(PPh3)4(0) (187 mg, 0.162 mmol). The reaction mixture was heated to 100° C. and maintained at the same temperature for overnight. The reaction mixture was filtered through... Reactants: N[C@H](CN1N=C(C=C1)C1=C(C(=C(C#N)C=C1)Cl)F)C ((S)-4-(1-(2-aminopropyl)-1H-pyrazol-3-yl)-2-chloro-3-fluorobenzonitrile), O1CCN(CC1)CC1=CC(=NO1)C(=O)O (5-(morpholinomethyl)isoxazole-3-carboxylic acid), C=1C=CC2=C(C1)N=NN2O (HOBt), CCN(C(C)C)C(C)C (DIPEA), CCN=C=NCCCN(C)C (EDCI). Run in CN(C)C=O (DMF). Product: ClC=1C(=C(C=CC1C#N)C1=NN(C=C1)C[C@H](C)NC(=O)C1=NOC(=C1)CN1CCOCC1)F ((S)—N-(1-(3-(3-chloro-4-cyano-2-fluorophenyl)-1H-pyrazol-1-yl)propan-2-yl)-5-(morpholinomethyl)isoxazole-3-carboxamide). RXN SMILES: [NH2:1][C@@H:2]([CH3:19])[CH2:3][N:4]1[CH:8]=[CH:7][C:6]([C:9]2[CH:16]=[CH:15][C:12]([C:13]#[N:14])=[C:11]([Cl:17])[C:10]=2[F:18])=[N:5]1.[O:20]1[CH2:25][CH2:24][N:23]([CH2:26][C:27]2[O:31][N:30]=[C:29]([C:32](O)=[O:33])[CH:28]=2)[CH2:22][CH2:21]1.C1C=CC2N(O)N=NC=2C=1.CCN(C(C)C)C(C)C.CCN=C=NCCCN(C)C>CN(C=O)C>[Cl:17][C:11]1[C:10]([F:18])=[C:9]([C:6]2[CH:7]=[CH:8][N:4]([CH2:3][C@@H:2]([NH:1][C:32]([C:29]3[CH:28]=[C:27]([CH2:26][N:23]4[CH2:22][CH2:21][O:20][CH2:25][CH2:24]4)[O:31][N:30]=3)=[O:33])[CH3:19])[N:5]=2)[CH:16]=[CH:15][C:12]=1[C:13]#[N:14]. Procedure: The title compound was synthesized from (S)-4-(1-(2-aminopropyl)-1H-pyrazol-3-yl)-2-chloro-3-fluorobenzonitrile (0.2 g, 0.72 mmol), 5-(morpholinomethyl)isoxazole-3-carboxylic acid (0.15 g, 0.72 mmol), HOBt (0.145 g, 1.07 mmol), DIPEA (0.37 mL, 2.15 mmol) and EDCI (0.2 g, 1.07 mmol) using DMF (10 mL) as the solvent using the method of Example 34(d). Yield 72 mg. 1H NMR (400 MHz; d6-DMSO): δ 1.17 (d, 3H), 2.39 (m, 4H), 3.56 (m, 4H), 3.71 (s, 2H), 4.34 (m, 2H), 4.46 (m, 1H), 6.62 (s, 1H), 6.76 (m, ... The reactants are ClC=1C2=C(C=C3C(C=C(NC13)C(=O)[O-])=O)C(CN(C2)C(=O)[O-])=O.OC(O)(O)[NH+](C)C(O)(O)O.OC(O)(O)[NH+](C(O)(O)O)C (di(tris-hydroxymethyl) methylammonium 10-chloro-1,4,6,9-tetrahydro-4,6-dioxopyrido[4,3-g]quinoline-2,8-dicarboxylate), [H][H] (hydrogen), [O-2].[Mg+2] (magnesium oxide), [H][H] (hydrogen). Reagents/catalysts: [Pd] (palladium-on-charcoal). Run in O (water). Product: O=C1C=C(NC2=CC3=C(C=C12)C(C=C(N3)C(=O)O)=O)C(=O)O (1,4,6,9-tetrahydro-4,6-dioxopyrido[3,2-g]quinoline-2,8-dicarboxylic acid). RXN SMILES: Cl[C:2]1[C:3]2CN(C([O-])=O)[CH2:17][C:16](=[O:23])[C:4]=2[CH:5]=[C:6]2[C:11]=1[NH:10][C:9]([C:12]([O-:14])=[O:13])=[CH:8][C:7]2=[O:15].OC([NH+]([C:30]([OH:33])([OH:32])O)C)(O)O.O[C:35]([NH+:38](C)C(O)(O)O)(O)O.[O-2].[Mg+2].[H][H]>[Pd].O>[O:23]=[C:16]1[C:4]2[C:3](=[CH:2][C:11]3[NH:10][C:9]([C:12]([OH:14])=[O:13])=[CH:8][C:7](=[O:15])[C:6]=3[CH:5]=2)[NH:38][C:35]([C:30]([OH:32])=[O:33])=[CH:17]1 |f:0.1.2,3.4|. Reported procedure: To a solution of 5 gm. of di(tris-hydroxymethyl) methylammonium 10-chloro-1,4,6,9-tetrahydro-4,6-dioxopyrido[4,3-g]quinoline-2,8-dicarboxylate in 100 ml. of water is added 2.0 g. of 5% palladium-on-charcoal catalyst and 5.0 g. of magnesium oxide. The resulting mixture is hydrogenated at an initial pressure of 3 atmospheres of hydrogen until 1 mole of hydrogen has been absorbed. The mixture is filtered and the filtrate acidified by the addition of dilute hydrochloric acid. The resulting precipita...